Dataset: the Open Reaction Database (ORD), a public repository of structured organic reaction records. Task: describe an organic reaction: reactants, conditions, products, and yield Reactants: [OH-].[Na+] (sodium hydroxide), COC=1C=C2C=CC(=CC2=CC1)C(C(=O)OC)C (methyl 6-methoxy-2-naphthyl-α-methylacetate), Cl (hydrochloric acid). Solvent: CO (methanol). Run at temperature 60 celsius. Product: COC=1C=C2C=CC(=CC2=CC1)C(C(=O)O)C (6-methoxy-2-naphthyl-α-methylacetic acid). As a reaction SMILES: [OH-].[Na+].[CH3:3][O:4][C:5]1[CH:6]=[C:7]2[C:12](=[CH:13][CH:14]=1)[CH:11]=[C:10]([CH:15]([CH3:20])[C:16]([O:18]C)=[O:17])[CH:9]=[CH:8]2.Cl>CO>[CH3:3][O:4][C:5]1[CH:6]=[C:7]2[C:12](=[CH:13][CH:14]=1)[CH:11]=[C:10]([CH:15]([CH3:20])[C:16]([OH:18])=[O:17])[CH:9]=[CH:8]2 |f:0.1|. Procedure details: To a mixture of 20 g. of sodium hydroxide and 400 ml. of methanol are added 24.5 g. of methyl 6-methoxy-2-naphthyl-α-methylacetate. The resulting reaction mixture is heated to 60° C for 5 hours. The cooled mixture is neutralized by the addition of aqueous 1N hydrochloric acid and extracted with methylene chloride. The extracts are combined, washed with water to neutrality, dried over sodium sulfate, filtered, and evaporated to give 6-methoxy-2-naphthyl-α-methylacetic acid. The reactants are CN1CCOCC1, CCN=C=NCCCN(C)C, CN(C)C=O, Cl, Cl, Cn1ccc2c(-c3ccc(F)cc3)cc(C(=O)O)cc21, [Na], CC(N)c1ccc(C(F)(F)F)[n+]([O-])c1, On1nnc2cccnc21. Yields the product CC(NC(=O)c1cc(-c2ccc(F)cc2)c2ccn(C)c2c1)c1ccc(C(F)(F)F)[n+]([O-])c1. Reaction SMILES: [CH3:37][N:38]1[CH2:39][CH2:40][O:41][CH2:42][CH2:43]1.[CH3:45][N:46]([CH3:47])[CH2:48][CH2:49][CH2:50][N:51]=[C:52]=[N:53][CH2:54][CH3:55].[CH3:66][N:67]([CH3:68])[CH:69]=[O:70].[ClH:22].[ClH:44].[F:2][c:3]1[cH:4][cH:5][c:6](-[c:9]2[c:10]3[cH:11][cH:12][n:13]([CH3:21])[c:14]3[cH:15][c:16]([C:18](=[O:19])[OH:20])[cH:17]2)[cH:7][cH:8]1.[Na:1].[O-:23][n+:24]1[cH:25][c:26]([CH:34]([CH3:35])[NH2:36])[cH:27][cH:28][c:29]1[C:30]([F:31])([F:32])[F:33].[OH:56][n:57]1[c:58]2[n:59][cH:60][cH:61][cH:62][c:63]2[n:64][n:65]1>>[F:2][c:3]1[cH:4][cH:5][c:6](-[c:9]2[c:10]3[cH:11][cH:12][n:13]([CH3:21])[c:14]3[cH:15][c:16]([C:18](=[O:19])[NH:36][CH:34]([c:26]3[cH:25][n+:24]([O-:23])[c:29]([C:30]([F:31])([F:32])[F:33])[cH:28][cH:27]3)[CH3:35])[cH:17]2)[cH:7][cH:8]1.